This data is from the Open Reaction Database (ORD), a public repository of structured organic reaction records. The task is: describe an organic reaction: reactants, conditions, products, and yield The reactants are NC=1C2=C(N=CN1)N(C=C2I)[C@H]2CN(CC2)C(=O)OC(C)(C)C ((R)-tert-butyl 3-(4-amino-5-iodo-7H-pyrrolo[2,3-d]pyrimidin-7-yl)pyrrolidine-1-carboxylate), O(C1=CC=CC=C1)C1=CC=C(C=C1)B(O)O (4-phenoxyphenylboronic acid), C(=O)([O-])[O-].[Na+].[Na+] (Na2CO3). The reagents and catalysts are C1=CC=C(C=C1)P([C-]2C=CC=C2)C3=CC=CC=C3.C1=CC=C(C=C1)P([C-]2C=CC=C2)C3=CC=CC=C3.Cl[Pd]Cl.[Fe+2] (Pd(dppf)Cl2). Run in COCCOC (DME), O (H2O), O (water), C(Cl)Cl (DCM). Reaction conditions: temperature 90 celsius. Yields the product C(C)(C)(C)OC(=O)N1C[C@@H](CC1)N1C=C(C2=C1N=CN=C2N)C2=CC=C(C=C2)OC2=CC=CC=C2 ((R)-tert-butyl-3-(4-amino-5-(4-phenoxyphenyl)-7H-pyrrolo[2,3-d]pyrimidin-7-yl)pyrrolidine-1-carboxylate). The yield is 59.2%. Reaction SMILES: [NH2:1][C:2]1[C:3]2[C:10](I)=[CH:9][N:8]([C@@H:12]3[CH2:16][CH2:15][N:14]([C:17]([O:19][C:20]([CH3:23])([CH3:22])[CH3:21])=[O:18])[CH2:13]3)[C:4]=2[N:5]=[CH:6][N:7]=1.[O:24]([C:31]1[CH:36]=[CH:35][C:34](B(O)O)=[CH:33][CH:32]=1)[C:25]1[CH:30]=[CH:29][CH:28]=[CH:27][CH:26]=1.C([O-])([O-])=O.[Na+].[Na+]>COCCOC.O.C(Cl)Cl.C1C=CC(P(C2C=CC=CC=2)[C-]2C=CC=C2)=CC=1.C1C=CC(P(C2C=CC=CC=2)[C-]2C=CC=C2)=CC=1.Cl[Pd]Cl.[Fe+2]>[C:20]([O:19][C:17]([N:14]1[CH2:15][CH2:16][C@@H:12]([N:8]2[C:4]3[N:5]=[CH:6][N:7]=[C:2]([NH2:1])[C:3]=3[C:10]([C:34]3[CH:35]=[CH:36][C:31]([O:24][C:25]4[CH:30]=[CH:29][CH:28]=[CH:27][CH:26]=4)=[CH:32][CH:33]=3)=[CH:9]2)[CH2:13]1)=[O:18])([CH3:23])([CH3:22])[CH3:21] |f:2.3.4,8.9.10.11|. Procedure details: A mixture of (R)-tert-butyl 3-(4-amino-5-iodo-7H-pyrrolo[2,3-d]pyrimidin-7-yl)pyrrolidine-1-carboxylate (1) (2.0 g, 4.66 mmol), 4-phenoxyphenylboronic acid (1.3 g, 6.06 mmol), Pd(dppf)Cl2 (190 mg, 0.23 mmol) and Na2CO3 (1.9 g, 14.0 mmol) in DME (35.0 mL) and H2O (15.0 mL) was heated at 90° C. under N2 atmosphere overnight. After cooled down to r. t., the reaction mixture was diluted with water (50.0 mL) and DCM (50.0 mL). The layers were separated and the aqueous phase was extracted with DCM (25... Starting materials: COC(C1=CC(=C(C(=C1)C)C=CC(=O)OC(C)(C)C)C)=O (4-(2-tert-butoxycarbonyl-vinyl)-3,5-dimethyl-benzoic acid methyl ester). The reagents and catalysts are [Pd] (Pd/C). Run in C(C)O (ethanol), C1CCOC1 (THF). Reaction conditions: time 16 hour. The product is COC(C1=CC(=C(C(=C1)C)CCC(=O)OC(C)(C)C)C)=O (4-(2-tert-butoxycarbonyl-ethyl)-3,5-dimethyl-benzoic acid methyl ester). Yield: 95.7%. Reaction SMILES: [CH3:1][O:2][C:3](=[O:21])[C:4]1[CH:9]=[C:8]([CH3:10])[C:7]([CH:11]=[CH:12][C:13]([O:15][C:16]([CH3:19])([CH3:18])[CH3:17])=[O:14])=[C:6]([CH3:20])[CH:5]=1>C(O)C.C1COCC1.[Pd]>[CH3:1][O:2][C:3](=[O:21])[C:4]1[CH:9]=[C:8]([CH3:10])[C:7]([CH2:11][CH2:12][C:13]([O:15][C:16]([CH3:17])([CH3:18])[CH3:19])=[O:14])=[C:6]([CH3:20])[CH:5]=1. Procedure details: To a solution of 4-(2-tert-butoxycarbonyl-vinyl)-3,5-dimethyl-benzoic acid methyl ester (11.2 g, 38.6 mmol) in ethanol (50 mL) and THF (50 mL), Pd/C (1.0 g, 10% Pd) is added. The mixture is stirred for 16 h at rt under 2.5 bar of H2. The catalyst is filtered off and the filtrate is concentrated and dried under HV to give 4-(2-tert-butoxycarbonyl-ethyl)-3,5-dimethyl-benzoic acid methyl ester (10.8 g) as a colourless oil; LC-MS: tR=1.08 min. The reactants are ClC1=C(CN2C(=NC=3C2=NC(=CC3)C(=O)OC)C)C=CC(=C1)C=O (methyl 3-(2-chloro-4-formylbenzyl)-2-methyl-3H-imidazo[4,5-b]pyridine-5-carboxylate), S1C(NC(C1)=O)=O (thiazolidine-2,4-dione), N1CCCCC1 (piperidine). Procedure: A suspension of methyl 3-(2-chloro-4-formylbenzyl)-2-methyl-3H-imidazo[4,5-b]pyridine-5-carboxylate (200 mg, 0.582 mmol), thiazolidine-2,4-dione (82 mg, 0.698 mmol) and piperidine (25 mg, 0.291 mmol) in ethanol (4 ml) was refluxed under heating overnight. The reaction mixture was cooled, and the precipitated crystals were filtrated to give the objective compound (189 mg) as pale-yellow crystals. As a reaction SMILES: [Cl:1][C:2]1[CH:22]=[C:21]([CH:23]=O)[CH:20]=[CH:19][C:3]=1[CH2:4][N:5]1[C:9]2=[N:10][C:11]([C:14]([O:16][CH3:17])=[O:15])=[CH:12][CH:13]=[C:8]2[N:7]=[C:6]1[CH3:18].[S:25]1[CH2:29][C:28](=[O:30])[NH:27][C:26]1=[O:31].N1CCCCC1>C(O)C>[Cl:1][C:2]1[CH:22]=[C:21]([CH:23]=[C:29]2[S:25][C:26](=[O:31])[NH:27][C:28]2=[O:30])[CH:20]=[CH:19][C:3]=1[CH2:4][N:5]1[C:9]2=[N:10][C:11]([C:14]([O:16][CH3:17])=[O:15])=[CH:12][CH:13]=[C:8]2[N:7]=[C:6]1[CH3:18]. The product is ClC1=C(CN2C(=NC=3C2=NC(=CC3)C(=O)OC)C)C=CC(=C1)C=C1C(NC(S1)=O)=O (Methyl 3-[2-chloro-4-[(2,4-dioxo-1,3-thiazolidin-5-ylidene)methyl]-benzyl]-2-methyl-3H-imidazo[4,5-b]pyridine-5-carboxylate). The solvent is C(C)O (ethanol). Isolated yield 73.3%. Reactants: BrC=1C=CC(=NC1)C1=NC=CC=C1 (5-bromo-2,2′-bipyridyl), dichloro(tetramethylethylenediamine)zinc(II), CCCCCC (hexane), C(CCC)[Li] (butyl lithium), BrC1=CC=C(C=C1)C1=NC(=NC(=N1)C1=CC=C(C=C1)C(C)(C)C)C1=CC=C(C=C1)C(C)(C)C (2-(4-bromophenyl)-4,6-bis(4-tert-butylphenyl)-1,3,5-triazine). Reagents/catalysts: C=1C=CC(=CC1)[P](C=2C=CC=CC2)(C=3C=CC=CC3)[Pd]([P](C=4C=CC=CC4)(C=5C=CC=CC5)C=6C=CC=CC6)([P](C=7C=CC=CC7)(C=8C=CC=CC8)C=9C=CC=CC9)[P](C=1C=CC=CC1)(C=1C=CC=CC1)C=1C=CC=CC1 (tetrakis(triphenylphosphine)palladium(0)). The solvent is O1CCCC1 (tetrahydrofuran), O1CCCC1 (tetrahydrofuran). Reaction conditions: temperature -78 celsius, time 15 minute. Yields the product C(C)(C)(C)C1=CC=C(C=C1)C1=NC(=NC(=N1)C1=CC=C(C=C1)C(C)(C)C)C1=CC=C(C=C1)C=1C=CC(=NC1)C1=NC=CC=C1 (5-{4-[4,6-bis(4-tert-butylphenyl)-1,3,5-triazin-2-yl]phenyl}-2,2′-bipyridyl). Yield: 55.6%. Reaction SMILES: CCCCCC.C([Li])CCC.Br[C:13]1[CH:18]=[CH:17][C:16]([C:19]2[N:24]=[C:23]([C:25]3[CH:30]=[CH:29][C:28]([C:31]([CH3:34])([CH3:33])[CH3:32])=[CH:27][CH:26]=3)[N:22]=[C:21]([C:35]3[CH:40]=[CH:39][C:38]([C:41]([CH3:44])([CH3:43])[CH3:42])=[CH:37][CH:36]=3)[N:20]=2)=[CH:15][CH:14]=1.Br[C:46]1[CH:47]=[CH:48][C:49]([C:52]2[CH:57]=[CH:56][CH:55]=[CH:54][N:53]=2)=[N:50][CH:51]=1>C1C=CC([P]([Pd]([P](C2C=CC=CC=2)(C2C=CC=CC=2)C2C=CC=CC=2)([P](C2C=CC=CC=2)(C2C=CC=CC=2)C2C=CC=CC=2)[P](C2C=CC=CC=2)(C2C=CC=CC=2)C2C=CC=CC=2)(C2C=CC=CC=2)C2C=CC=CC=2)=CC=1.O1CCCC1>[C:31]([C:28]1[CH:27]=[CH:26][C:25]([C:23]2[N:22]=[C:21]([C:35]3[CH:40]=[CH:39][C:38]([C:41]([CH3:43])([CH3:44])[CH3:42])=[CH:37][CH:36]=3)[N:20]=[C:19]([C:16]3[CH:15]=[CH:14][C:13]([C:46]4[CH:47]=[CH:48][C:49]([C:52]5[CH:57]=[CH:56][CH:55]=[CH:54][N:53]=5)=[N:50][CH:51]=4)=[CH:18][CH:17]=3)[N:24]=2)=[CH:30][CH:29]=1)([CH3:32])([CH3:33])[CH3:34] |^1:61,63,82,101|. Procedure details: Under a stream of argon, 0.35 ml of a hexane solution containing 0.55 mmol of butyl lithium was slowly added to 15 ml of tetrahydrofuran cooled to −78° C. in which 0.25 g of 2-(4-bromophenyl)-4,6-bis(4-tert-butylphenyl)-1,3,5-triazine obtained by Reference Example 1 had been dissolved. After stirring at −78° C. for 15 minutes, 0.15 g of dichloro(tetramethylethylenediamine)zinc(II) was added thereto and stirred at −78° C. for 10 minutes and then at room temperature for 2 hours. A 5 ml portion of ... Starting materials: CCOC(=O)Cn1c(C)c(Cc2cccn2S(=O)(=O)c2ccccc2)c2cc(F)ccc21, Cl, [Li+], C1CCOC1, [OH-], O, O. The product is Cc1c(Cc2cccn2S(=O)(=O)c2ccccc2)c2cc(F)ccc2n1CC(=O)O. RXN SMILES: [CH2:4]([CH3:5])[O:6][C:7]([CH2:8][n:9]1[c:10]([CH3:34])[c:11]([CH2:19][c:20]2[n:21]([S:25](=[O:26])(=[O:27])[c:28]3[cH:29][cH:30][cH:31][cH:32][cH:33]3)[cH:22][cH:23][cH:24]2)[c:12]2[cH:13][c:14]([F:18])[cH:15][cH:16][c:17]12)=[O:35].[ClH:36].[Li+:3].[O:38]1[CH2:39][CH2:40][CH2:41][CH2:42]1.[OH-:2].[OH2:1].[OH2:37]>>[O:6]=[C:7]([CH2:8][n:9]1[c:10]([CH3:34])[c:11]([CH2:19][c:20]2[n:21]([S:25](=[O:26])(=[O:27])[c:28]3[cH:29][cH:30][cH:31][cH:32][cH:33]3)[cH:22][cH:23][cH:24]2)[c:12]2[cH:13][c:14]([F:18])[cH:15][cH:16][c:17]12)[OH:35]. Starting materials: [N+](=O)([O-])C1=C(OCCCCCC(=O)OC)C=C(C=C1)OC (methyl 6-(2-nitro-5-methoxyphenoxy)hexanoate). Reagents/catalysts: [Pd] (palladium-on-carbon). Product: NC1=C(OCCCCCC(=O)OC)C=C(C=C1)OC (methyl 6-(2-amino-5-methoxyphenoxy)hexanoate). Reaction SMILES: [N+:1]([C:4]1[CH:19]=[CH:18][C:17]([O:20][CH3:21])=[CH:16][C:5]=1[O:6][CH2:7][CH2:8][CH2:9][CH2:10][CH2:11][C:12]([O:14][CH3:15])=[O:13])([O-])=O>[Pd]>[NH2:1][C:4]1[CH:19]=[CH:18][C:17]([O:20][CH3:21])=[CH:16][C:5]=1[O:6][CH2:7][CH2:8][CH2:9][CH2:10][CH2:11][C:12]([O:14][CH3:15])=[O:13]. Procedure: 6-(2-isothiocyanoto-5-methoxphenoxy)hexanoic acid, represented as TB595 and shown in FIG. 3L was prepared by a number of steps. The first step involves the reaction of 2-nitro-5-methoxyphenol (1.69 g, 10 mmol) with methyl 6-bromohexanoate (2.08 g, 10 mmol) in dry dimethylformamide and anhydrous potassium carbonate (2.0 g, 14.5 mmol) at 60° C. for 12 hours to produce the intermediate ester, methyl 6-(2-nitro-5-methoxyphenoxy)hexanoate. Hydrogenation of methyl 6-(2-nitro-5-methoxyphenoxy)hexanoate... Starting materials: ClCC1CN(C=2C=C(C3=C(C12)C=CC=C3)[N+](=O)[O-])C(=O)C=3NC1=CC=C(C=C1C3)OCCN(C)C (1-(chloromethyl)-3-[[5-[2-(dimethylamino)ethoxy]indol-2-yl]carbonyl]-5-nitro-1,2-dihydro-3H-benz[e]indole). The reagents and catalysts are O=[Pt]=O (PtO2). Solvent: C1CCOC1 (THF). The product is NC=1C2=C(C=3C(CN(C3C1)C(=O)C=1NC3=CC=C(C=C3C1)OCCN(C)C)CCl)C=CC=C2 (5-amino-1-(chloromethyl)-3-[[5-[2-(dimethylamino)ethoxy]indol-2-yl]carbonyl]-1,2-dihydro-3H-benz[e]indole). The yield is 99.4%. Reaction SMILES: [Cl:1][CH2:2][CH:3]1[C:11]2[C:10]3[CH:12]=[CH:13][CH:14]=[CH:15][C:9]=3[C:8]([N+:16]([O-])=O)=[CH:7][C:6]=2[N:5]([C:19]([C:21]2[NH:22][C:23]3[C:28]([CH:29]=2)=[CH:27][C:26]([O:30][CH2:31][CH2:32][N:33]([CH3:35])[CH3:34])=[CH:25][CH:24]=3)=[O:20])[CH2:4]1>C1COCC1.O=[Pt]=O>[NH2:16][C:8]1[C:9]2[CH:15]=[CH:14][CH:13]=[CH:12][C:10]=2[C:11]2[CH:3]([CH2:2][Cl:1])[CH2:4][N:5]([C:19]([C:21]3[NH:22][C:23]4[C:28]([CH:29]=3)=[CH:27][C:26]([O:30][CH2:31][CH2:32][N:33]([CH3:34])[CH3:35])=[CH:25][CH:24]=4)=[O:20])[C:6]=2[CH:7]=1. Reported procedure: A solution of 14e (125 mg, 0.25 mmol) in THF (10 mL) was hydrogenated over PtO2 at 50 psi for 2 h. After removal of the catalyst, the solution was concentrated to a small volume under reduced pressure below 25° C. and diluted with iPr2O to give 15e (115 mg, 98%): mp >250° C.; 1H NMR [(CD3)2SO] δ 11.56 (d, J=1.4 Hz, 1 H, NH), 8.08 (d, J=8.5 Hz, 1 H, H-6), 7.76 (d, J=8.2 Hz, 1 H, H-9), 7.70 (s, 1 H, H-4), 7.46 (t, J=7.4 Hz, 1 H, H-8), 7.39 (d, J=8.9 Hz, 1 H, H-7'), 7.28 (t, J=7.7 Hz, 1 H, H-7), 7.... The reactants are FC1=C(C(=O)N=C=O)C(=CC=C1)F (2,6-difluorobenzoyl isocyanate), ClC1=C(OC2=CC(=C(C=C2)NSN(C(OCCC)=O)C)F)C=CC(=C1)C(F)(F)F (propyl N-[[[4-[2-chloro-4-(trifluoromethyl)phenoxy]-2-fluorophenyl]amino]thio]-N-methylcarbamate). The solvent is C(Cl)Cl (methylene chloride), solvent. Reaction conditions: time 4 hour. The product is ClC1=C(OC2=CC(=C(C=C2)N(SN(C(=O)OCCC)C)C(NC(=O)C2=C(C=CC=C2F)F)=O)F)C=CC(=C1)C(F)(F)F (propyl 4-[4-[2-chloro-4-(trifluoromethyl)phenoxy]-2-fluorophenyl]-7-(2,6-difluorophenyl)-2-methyl-5,7-dioxo-3-thia-2,4,6-triazaheptanoate). RXN SMILES: [F:1][C:2]1[CH:12]=[CH:11][CH:10]=[C:9]([F:13])[C:3]=1[C:4]([N:6]=[C:7]=[O:8])=[O:5].[Cl:14][C:15]1[CH:38]=[C:37]([C:39]([F:42])([F:41])[F:40])[CH:36]=[CH:35][C:16]=1[O:17][C:18]1[CH:23]=[CH:22][C:21]([NH:24][S:25][N:26]([CH3:33])[C:27](=[O:32])[O:28][CH2:29][CH2:30][CH3:31])=[C:20]([F:34])[CH:19]=1>C(Cl)Cl>[Cl:14][C:15]1[CH:38]=[C:37]([C:39]([F:40])([F:41])[F:42])[CH:36]=[CH:35][C:16]=1[O:17][C:18]1[CH:23]=[CH:22][C:21]([N:24]([C:7](=[O:8])[NH:6][C:4]([C:3]2[C:2]([F:1])=[CH:12][CH:11]=[CH:10][C:9]=2[F:13])=[O:5])[S:25][N:26]([CH3:33])[C:27]([O:28][CH2:29][CH2:30][CH3:31])=[O:32])=[C:20]([F:34])[CH:19]=1. Procedure: A solution of 2,6-difluorobenzoyl isocyanate (2.0 g) in dry methylene chloride (10 ml) was added rapidly to a stirred solution of the compound of Example 2 (4.5 g) in the same solvent (20 ml) at room temperature. After stirring for 4 hours the solvent was removed under reduced pressure, and the residue was purified by chromatography (2x) on silica, using first methylene chloride and then diethyl ether as eluant. The product thus obtained was finally purified by crystallisation from diethyl ether... Starting materials: PdCl2(PCy3)2, ClC1=CC=2N(C=C1)C(=CN2)C=2C=C(C=CC2)NC(=O)NCC(F)(F)F (1-[3-(7-Chloro-imidazo[1,2-a]pyridin-3-yl)-phenyl]-3-(2,2,2-trifluoro-ethyl)-urea), C(#C)C1=CN=CN1C (5-Ethynyl-1-methyl-1H-imidazole), C([O-])([O-])=O.[Cs+].[Cs+] (cesium carbonate). Run at temperature 100 celsius. Isolated yield 63.1%. The product is Cl.Cl.CN1C=NC=C1C#CC1=CC=2N(C=C1)C(=CN2)C=2C=C(C=CC2)NC(=O)NCC(F)(F)F (1-{3-[7-(3-Methyl-3H-imidazol-4-ylethynyl)-imidazo[1,2-a]pyridin-3-yl]-phenyl}-3-(2,2,2-trifluoro-ethyl)-urea dihydrochloride). RXN SMILES: [Cl:1][C:2]1[CH:7]=[CH:6][N:5]2[C:8]([C:11]3[CH:12]=[C:13]([NH:17][C:18]([NH:20][CH2:21][C:22]([F:25])([F:24])[F:23])=[O:19])[CH:14]=[CH:15][CH:16]=3)=[CH:9][N:10]=[C:4]2[CH:3]=1.[C:26]([C:28]1[N:32]([CH3:33])[CH:31]=[N:30][CH:29]=1)#[CH:27].C(=O)([O-])[O-].[Cs+].[Cs+]>CS(C)=O>[ClH:1].[ClH:1].[CH3:33][N:32]1[C:28]([C:26]#[C:27][C:2]2[CH:7]=[CH:6][N:5]3[C:8]([C:11]4[CH:12]=[C:13]([NH:17][C:18]([NH:20][CH2:21][C:22]([F:25])([F:24])[F:23])=[O:19])[CH:14]=[CH:15][CH:16]=4)=[CH:9][N:10]=[C:4]3[CH:3]=2)=[CH:29][N:30]=[CH:31]1 |f:2.3.4,6.7.8|. Reported procedure: A mixture of 1-[3-(7-Chloro-imidazo[1,2-a]pyridin-3-yl)-phenyl]-3-(2,2,2-trifluoro-ethyl)-urea (3.08 g, 8.3 mmol), 5-Ethynyl-1-methyl-1H-imidazole (1.78 g, 10 mmol) and cesium carbonate (5.43 g, 16.7 mmol) in dry DMSO (31 ml) was deoxygenated by evacuation /refill with N2 (×3). PdCl2(PCy3)2 (185 mg, 0.25 mmol) was added and the mixture was deoxygenated again (×3) then stirred and heated at 100° C. under N2 for 16 hours. The reaction was allowed to cool to RT, diluted with water (65 ml) and the m... Solvent: CS(=O)C (DMSO).